This data is from the Open Reaction Database (ORD), a public repository of structured organic reaction records. The task is: describe an organic reaction: reactants, conditions, products, and yield RXN SMILES: Cl.[O:2]1[C:6]2[CH:7]=[CH:8][CH:9]=[CH:10][C:5]=2[N:4]=[C:3]1[C:11]1[CH:16]=[CH:15][C:14]([CH2:17][CH2:18]N)=[CH:13][CH:12]=1.O1C2C=CC=CC=2[N:22]=[C:21]1[C:29]1C=CC(CCCC#N)=CC=1.O1C2C=CC=CC=2N=C1C1C=CC(CCCCN)=CC=1>>[O:2]1[C:6]2[CH:7]=[CH:8][CH:9]=[CH:10][C:5]=2[N:4]=[C:3]1[C:11]1[CH:12]=[CH:13][C:14]([CH:17]([CH3:18])[CH2:29][CH2:21][NH2:22])=[CH:15][CH:16]=1 |f:0.1|. The product is O1C(=NC2=C1C=CC=C2)C2=CC=C(C=C2)C(CCN)C (3-[4-(benzoxazol-2-yl)phenyl]butylamine). Reactants: Cl.O1C(=NC2=C1C=CC=C2)C2=CC=C(C=C2)CCN (2-[4-(benzoxazol-2-yl)phenyl]-1-ethanamine hydrochloride), O1C(=NC2=C1C=CC=C2)C2=CC=C(C=C2)CCCC#N (4-[4-(benzoxazol-2-yl)phenyl]butyronitrile), O1C(=NC2=C1C=CC=C2)C2=CC=C(C=C2)CCCCN (4-[4-(benzoxazol-2-yl)phenyl]butylamine). Reported procedure: When 4-(benzoxazol-2-yl)benzyl cyanide of Example 42, Step D is replaced by 4-[4-(benzoxazol-2-yl)phenyl]butyronitrile, then the product prepared is 4-[4-(benzoxazol-2-yl)phenyl]butylamine (m.p. 220° C. dec.). Yield: 60.5%. Reported procedure: This compound was synthesized from 7-carboxyheptyltriphenylphosphonium bromide (9.71 g, 20 mmol) and 2-furaldehyde (1.92 g, 20 mmol) in THF (100 mL) by a Wittig reaction. Kugelrohr distillation yielded the product (2.69 g, 61%) as a pale yellow oil (bp 136-139° C./0.05 torr). IR: 3500-2500, 1730, 710 cm-1 ; 1H-NMR: 1.40 (m, 8H), 2.35 (m, 4H), 5.55 (m, 1H), 6.30 (m, 3H), 7.35 (s, 1H), 11.40 (bs, 1H). Anal. Calcd. for C13H18O3 : C, 70.25, H, 8.16%; Found: C, 69.98, H, 8.26%. Z:E=79:21. Starting materials: [Br-].C(=O)(O)CCCCCCC[P+](C1=CC=CC=C1)(C1=CC=CC=C1)C1=CC=CC=C1 (7-carboxyheptyltriphenylphosphonium bromide), O1C(=CC=C1)C=O (2-furaldehyde). Solvent: C1CCOC1 (THF). Reaction SMILES: [Br-].[C:2]([CH2:5][CH2:6][CH2:7][CH2:8][CH2:9][CH2:10][CH2:11][P+](C1C=CC=CC=1)(C1C=CC=CC=1)C1C=CC=CC=1)([OH:4])=[O:3].[O:31]1[CH:35]=[CH:34][CH:33]=[C:32]1[CH:36]=O>C1COCC1>[O:31]1[CH:35]=[CH:34][CH:33]=[C:32]1[CH:36]=[CH:11][CH2:10][CH2:9][CH2:8][CH2:7][CH2:6][CH2:5][C:2]([OH:4])=[O:3] |f:0.1|. Yields the product O1C(=CC=C1)C=CCCCCCCC(=O)O (9-(2-Furyl)-8-nonenoic acid). Starting materials: C(C1=CC=CC=C1)(C1=CC=CC=C1)N1C(=C(C2=CC(=CC=C12)Cl)CCS(=O)(=O)C1=CC=C(C(=O)OC)C=C1)CCNS(=O)(=O)CC1=CC(=C(C=C1)Cl)Cl (Methyl 4-({2-[1-benzhydryl-5-chloro-2-(2-{[(3,4-dichlorobenzyl)sulfonyl]amino}ethyl)-1H-indol-3-yl]ethyl}sulfonyl)benzoate), C1CCOC1 (THF), [OH-].[Na+] (NaOH). Run in CO (MeOH). Product: C(C1=CC=CC=C1)(C1=CC=CC=C1)N1C(=C(C2=CC(=CC=C12)Cl)CCS(=O)(=O)C1=CC=C(C(=O)O)C=C1)CCNS(=O)(=O)CC1=CC(=C(C=C1)Cl)Cl (4-({2-[1-benzhydryl-5-chloro-2-(2-{[(3,4-dichlorobenzyl) sulfonyl]amino}ethyl)1H-indol-3-yl]ethyl}sulfonyl)benzoic acid). Yield: 93.0%. RXN SMILES: [CH:1]([N:14]1[C:22]2[C:17](=[CH:18][C:19]([Cl:23])=[CH:20][CH:21]=2)[C:16]([CH2:24][CH2:25][S:26]([C:29]2[CH:38]=[CH:37][C:32]([C:33]([O:35]C)=[O:34])=[CH:31][CH:30]=2)(=[O:28])=[O:27])=[C:15]1[CH2:39][CH2:40][NH:41][S:42]([CH2:45][C:46]1[CH:51]=[CH:50][C:49]([Cl:52])=[C:48]([Cl:53])[CH:47]=1)(=[O:44])=[O:43])([C:8]1[CH:13]=[CH:12][CH:11]=[CH:10][CH:9]=1)[C:2]1[CH:7]=[CH:6][CH:5]=[CH:4][CH:3]=1.C1COCC1.[OH-].[Na+]>CO>[CH:1]([N:14]1[C:22]2[C:17](=[CH:18][C:19]([Cl:23])=[CH:20][CH:21]=2)[C:16]([CH2:24][CH2:25][S:26]([C:29]2[CH:38]=[CH:37][C:32]([C:33]([OH:35])=[O:34])=[CH:31][CH:30]=2)(=[O:28])=[O:27])=[C:15]1[CH2:39][CH2:40][NH:41][S:42]([CH2:45][C:46]1[CH:51]=[CH:50][C:49]([Cl:52])=[C:48]([Cl:53])[CH:47]=1)(=[O:43])=[O:44])([C:2]1[CH:3]=[CH:4][CH:5]=[CH:6][CH:7]=1)[C:8]1[CH:13]=[CH:12][CH:11]=[CH:10][CH:9]=1 |f:2.3|. Reported procedure: Methyl 4-({2-[1-benzhydryl-5-chloro-2-(2-{[(3,4-dichlorobenzyl)sulfonyl]amino}ethyl)-1H-indol-3-yl]ethyl}sulfonyl)benzoate (1 eq), THF (0.1M), MeOH (1 mL/1 mL THF), and NaOH (1N) (11 eq) were stirred together overnight. Solvents were removed and the resulting residue was taken up in water. The solution was acidified with 1N HCl and collected resulting precipitate by filtration. Obtained 4-({2-[1-benzhydryl-5-chloro-2-(2-{[(3,4-dichlorobenzyl)sulfonyl]amino}ethyl)-1H-indol-3-yl]ethyl}sulfonyl)ben...